From a dataset of the Open Reaction Database (ORD), a public repository of structured organic reaction records. describe an organic reaction: reactants, conditions, products, and yield Starting materials: CCOC(C)=O, CC(C)n1nc(CC(=O)c2ccccc2)ccc1=O, ClCCl, O, O=S(=O)(Cl)Cl. Yields the product CC(C)n1nc(C(Cl)C(=O)c2ccccc2)ccc1=O. As a reaction SMILES: [CH3:26][CH2:27][O:28][C:29]([CH3:30])=[O:31].[CH:1]([CH3:2])([CH3:3])[n:4]1[n:5][c:6]([CH2:11][C:12]([c:13]2[cH:14][cH:15][cH:16][cH:17][cH:18]2)=[O:19])[cH:7][cH:8][c:9]1=[O:10].[Cl:32][CH2:33][Cl:34].[OH2:25].[S:20]([Cl:21])(=[O:22])([Cl:23])=[O:24]>>[CH:1]([CH3:2])([CH3:3])[n:4]1[n:5][c:6]([CH:11]([C:12]([c:13]2[cH:14][cH:15][cH:16][cH:17][cH:18]2)=[O:19])[Cl:23])[cH:7][cH:8][c:9]1=[O:10]. The reactants are C1(CCCCC1)N=C=NC1CCCCC1 (dicyclohexylcarbodiimide), CO (methanol), O=C1N(CCC1)CC(=O)NCC(=O)O (N-[(2-oxo-1-pyrrolidinyl)acetyl]glycine), NCC(=O)NC1=CC=NC=C1 (4-(glycylamino)pyridine). The solvent is C(C)O (ethanol), O (water), CN(C=O)C (dimethylformamide), CN(C=O)C (dimethylformamide). Run at temperature -10 celsius, time 30 minute. Yields the product O=C1N(CCC1)CC(=O)NCC(=O)NCC(=O)NC1=CC=NC=C1 (4-{N-[(2-oxo-1-pyrrolidinyl)acetyl]-glycylglycylamino}pyridine). RXN SMILES: [O:1]=[C:2]1[CH2:6][CH2:5][CH2:4][N:3]1[CH2:7][C:8]([NH:10][CH2:11][C:12]([OH:14])=O)=[O:9].C1(N=C=NC2CCCCC2)CCCCC1.[NH2:30][CH2:31][C:32]([NH:34][C:35]1[CH:40]=[CH:39][N:38]=[CH:37][CH:36]=1)=[O:33].CO>CN(C)C=O.O.C(O)C>[O:1]=[C:2]1[CH2:6][CH2:5][CH2:4][N:3]1[CH2:7][C:8]([NH:10][CH2:11][C:12]([NH:30][CH2:31][C:32]([NH:34][C:35]1[CH:36]=[CH:37][N:38]=[CH:39][CH:40]=1)=[O:33])=[O:14])=[O:9]. Reported procedure: 9.01 g of N-[(2-oxo-1-pyrrolidinyl)acetyl]glycine was dissolved in 160 ml of dimethylformamide and the solution was cooled to -13° C., to which 10.32 g of dicyclohexylcarbodiimide dissolved in 15 ml of dimethylformamide was added at -13° to -10° C. After stirring at -10° C. for 30 minutes, 4.53 g of 4-(glycylamino)pyridine was added at -10° to -8° C., which was stirred at -10° to -5° C. for 2 hours and 200 ml of methanol was added while maintaining the temperature at -5° to 0° C. The reaction li... The reactants are C(CC=CCCCCCC)(=O)O (3-decenoic acid), acyl chloride, S(=O)(Cl)Cl (thionyl chloride). The product is C(CC=CCCCCCC)(=O)Cl (3-decenoyl chloride). Reaction SMILES: [C:1]([OH:12])(=O)[CH2:2][CH:3]=[CH:4][CH2:5][CH2:6][CH2:7][CH2:8][CH2:9][CH3:10].S(Cl)([Cl:15])=O>>[C:1]([Cl:15])(=[O:12])[CH2:2][CH:3]=[CH:4][CH2:5][CH2:6][CH2:7][CH2:8][CH2:9][CH3:10]. Procedure details: The 3-decenoic acid was converted to its corresponding acyl chloride (3-decenoyl chloride) by reaction with thionyl chloride. Starting materials: COC=1C=C(C=O)C=CC1OC (3,4-dimethoxybenzaldehyde), C(C)(=O)[O-].[NH4+] (ammonium acetate), [N+](=O)([O-])CC (nitroethane). Reaction conditions: temperature 105 celsius. Yields the product COC1=C(C=C(C=C1)C=C(C)[N+](=O)[O-])OC (1,2-dimethoxy-4-(2-nitroprop-1-enyl)benzene). The yield is 50.0%. Reaction SMILES: [CH3:1][O:2][C:3]1[CH:4]=[C:5]([CH:8]=[CH:9][C:10]=1[O:11][CH3:12])[CH:6]=O.C([O-])(=O)C.[NH4+].[N+:18]([CH2:21][CH3:22])([O-:20])=[O:19]>>[CH3:12][O:11][C:10]1[CH:9]=[CH:8][C:5]([CH:6]=[C:21]([N+:18]([O-:20])=[O:19])[CH3:22])=[CH:4][C:3]=1[O:2][CH3:1] |f:1.2|. Procedure: 4.99 g (30.0 mmol) 3,4-dimethoxybenzaldehyde (Aldrich, Milwaukee, Wis.), 15.0 g (194 mmol) ammonium acetate (Fluka), and 70 g (930 Mmol) nitroethane, 98% (Aldrich) were combined in a 100 ml round bottom flask equipped with magnetic stirrer and nitrogen inlet. The reaction mixture was heated to 105° C. for 90 minutes and the solvent was removed under vacuum to give a dark yellow liquid which was recrystallized from cold methyl alcohol three times to give yellow-orange needles in 50% yield. 1H NMR... Isolated yield 70.1%. As a reaction SMILES: [OH2:1].S(=O)(=O)(O)[OH:3].[CH3:7][C:8]1[C:16]([C:17]#N)=[CH:15][CH:14]=[C:13]2[C:9]=1[CH:10]=[N:11][NH:12]2>C(O)(=O)C>[CH3:7][C:8]1[C:16]([C:17]([OH:3])=[O:1])=[CH:15][CH:14]=[C:13]2[C:9]=1[CH:10]=[N:11][NH:12]2. Reaction conditions: time 18 hour. Reported procedure: Water (2 ml) and concentrated sulfuric acid (2 ml) were added to a acetic acid suspension (2 ml) of 4-methyl-1H-indazole-5-carbonitrile (399 mg, 2.00 mmol) at room temperature, and then the reaction was carried out for 18 hours under reflux conditions. The reaction mixture was poured onto ice (20 g) and the precipitate was collected by filtration and dried to obtain 4-methyl-1H-indazole-5-carboxylic acid (247 mg, 70.1%). Reactants: O (Water), S(O)(O)(=O)=O (sulfuric acid), CC1=C2C=NNC2=CC=C1C#N (4-methyl-1H-indazole-5-carbonitrile). Product: CC1=C2C=NNC2=CC=C1C(=O)O (4-methyl-1H-indazole-5-carboxylic acid). Run in C(C)(=O)O (acetic acid). The reactants are C1(CC1)N1C=2N(C3=C1C=C(C(=C3)F)N3CCN(CC3)C(=O)OC(C)(C)C)C(NC(C2)=O)=O (tert-Butyl 4-[5-cyclopropyl-8-fluoro-1,2,3,5-tetrahydro-1,3-dioxopyrimido[1,6-a]benzimidazol-7-yl]-1-piperazinecarboxylate), FC(C(=O)O)(F)F (trifluoroacetic acid), C(O)([O-])=O.[Na+] (sodium hydrogen carbonate). Conditions: time 2 hour. Product: FC(C(=O)O)(F)F.C1(CC1)N1C=2N(C3=C1C=C(C(=C3)F)N3CCNCC3)C(NC(C2)=O)=O (5-cyclopropyl-8-fluoro-7-(1-piperazinyl)-pyrimido[1,6-a]benzimidazole-1,3(2H,5H)-dione trifluoroacetate). The yield is 60.6%. RXN SMILES: [CH:1]1([N:4]2[C:8]3[CH:9]=[C:10]([N:14]4[CH2:19][CH2:18][N:17](C(OC(C)(C)C)=O)[CH2:16][CH2:15]4)[C:11]([F:13])=[CH:12][C:7]=3[N:6]3[C:27](=[O:32])[NH:28][C:29](=[O:31])[CH:30]=[C:5]23)[CH2:3][CH2:2]1.C(=O)([O-])O.[Na+].[F:38][C:39]([F:44])([F:43])[C:40]([OH:42])=[O:41]>>[F:38][C:39]([F:44])([F:43])[C:40]([OH:42])=[O:41].[CH:1]1([N:4]2[C:8]3[CH:9]=[C:10]([N:14]4[CH2:19][CH2:18][NH:17][CH2:16][CH2:15]4)[C:11]([F:13])=[CH:12][C:7]=3[N:6]3[C:27](=[O:32])[NH:28][C:29](=[O:31])[CH:30]=[C:5]23)[CH2:3][CH2:2]1 |f:1.2,4.5|. Reported procedure: tert-Butyl 4-[5-cyclopropyl-8-fluoro-1,2,3,5-tetrahydro-1,3-dioxopyrimido[1,6-a]benzimidazol-7-yl]-1-piperazinecarboxylate (471 mg, 1 mmol) is dissolved in trifluoroacetic acid (2 ml). After 1 hour at 25° the trifluoroacetic acid is distilled off. The residue is taken up in water (10 ml), treated with sodium hydrogen carbonate (168 mg, 2 mmol) and stirred at 25° for 2 hours. The suspension is cooled to 0°. The crystals are filtered off, washed in succession with in each case 5 ml of cold water a...